From a dataset of the Open Reaction Database (ORD), a public repository of structured organic reaction records. describe an organic reaction: reactants, conditions, products, and yield Starting materials: reagents, ClC1=CC=2C3=C(NC2C=C1)CCN(CC3)C (9-chloro-3-methyl-1,2,3,4,5,6-hexahydroazepino[4,5-b]indole), BrC=C(C)C1=CC(=CC=C1)F (1-(1-bromoprop-1-en-2-yl)-3-fluorobenzene), N1[C@H](C(=O)O)CCC1 (L-proline), [O-]P(=O)([O-])[O-].[K+].[K+].[K+] (potassium phosphate tribasic). The reagents and catalysts are [Cu]I (CuI). Run in CN(C)C=O (DMF). The product is ClC1=CC=2C3=C(N(C2C=C1)\C=C(/C)\C1=CC(=CC=C1)F)CCN(CC3)C ((E)-9-chloro-6-(2-(3-fluorophenyl)prop-1-enyl)-3-methyl-1,2,3,4,5,6-hexahydroazepino[4,5-b]indole). As a reaction SMILES: [Cl:1][C:2]1[CH:10]=[CH:9][C:8]2[NH:7][C:6]3[CH2:11][CH2:12][N:13]([CH3:16])[CH2:14][CH2:15][C:5]=3[C:4]=2[CH:3]=1.Br[CH:18]=[C:19]([C:21]1[CH:26]=[CH:25][CH:24]=[C:23]([F:27])[CH:22]=1)[CH3:20].N1CCC[C@H]1C(O)=O.[O-]P([O-])([O-])=O.[K+].[K+].[K+]>CN(C=O)C.[Cu]I>[Cl:1][C:2]1[CH:10]=[CH:9][C:8]2[N:7](/[CH:18]=[C:19](/[C:21]3[CH:26]=[CH:25][CH:24]=[C:23]([F:27])[CH:22]=3)\[CH3:20])[C:6]3[CH2:11][CH2:12][N:13]([CH3:16])[CH2:14][CH2:15][C:5]=3[C:4]=2[CH:3]=1 |f:3.4.5.6|. Procedure: A mixture of 9-chloro-3-methyl-1,2,3,4,5,6-hexahydroazepino[4,5-b]indole (234 mg, 1 mmol), 1-(1-bromoprop-1-en-2-yl)-3-fluorobenzene (258 mg, 1.2 mmol), L-proline (23 mg, 0.2 mmol), CuI (19 mg, 0.1 mmol) and potassium phosphate tribasic (424 mg, 2 mmol) in DMF was stirred at RT and purged with nitrogen. The reaction mixture was heated at 85° C. overnight. An additional 1 eq. of reagents was added and the mixture heated for an additional 24 h. The DMF was evaporated and the residue was poured int... The reactants are CC#N, O=C(Oc1ccc([N+](=O)[O-])cc1)N1CCc2ccccc2C1c1ccc(C(F)(F)F)cc1, [H-], Nc1ccc(C(F)(F)F)nc1, [Na+], O. Yields the product O=C(Nc1ccc(C(F)(F)F)nc1)N1CCc2ccccc2C1c1ccc(C(F)(F)F)cc1. RXN SMILES: [CH3:47][C:48]#[N:49].[F:1][C:2]([c:3]1[cH:4][cH:5][c:6]([CH:9]2[N:10]([C:19](=[O:20])[O:21][c:22]3[cH:23][cH:24][c:25]([N+:26]([O-:27])=[O:28])[cH:29][cH:30]3)[CH2:11][CH2:12][c:13]3[cH:14][cH:15][cH:16][cH:17][c:18]32)[cH:7][cH:8]1)([F:31])[F:32].[H-:44].[NH2:33][c:34]1[cH:35][n:36][c:37]([C:40]([F:41])([F:42])[F:43])[cH:38][cH:39]1.[Na+:45].[OH2:46]>>[F:1][C:2]([c:3]1[cH:4][cH:5][c:6]([CH:9]2[N:10]([C:19](=[O:20])[NH:33][c:34]3[cH:35][n:36][c:37]([C:40]([F:41])([F:42])[F:43])[cH:38][cH:39]3)[CH2:11][CH2:12][c:13]3[cH:14][cH:15][cH:16][cH:17][c:18]32)[cH:7][cH:8]1)([F:31])[F:32]. Reactants: C1(CC1)CNC1=CC(=C(C#N)C=C1)C(F)(F)F (4-[(cyclopropylmethyl)amino]-2-(trifluoromethyl)benzonitrile), BrC(C(=O)OC(C)(C)C)C (1,1-dimethylethyl 2-bromopropanoate). Product: C(#N)C1=C(C=C(C=C1)N([C@@H](C)C(=O)OC(C)(C)C)CC1CC1)C(F)(F)F (1,1-Dimethylethyl N-[4-cyano-3-(trifluoromethyl)phenyl]-N-(cyclopropylmethyl)alaninate). Reaction SMILES: [CH:1]1([CH2:4][NH:5][C:6]2[CH:13]=[CH:12][C:9]([C:10]#[N:11])=[C:8]([C:14]([F:17])([F:16])[F:15])[CH:7]=2)[CH2:3][CH2:2]1.Br[CH:19]([CH3:27])[C:20]([O:22][C:23]([CH3:26])([CH3:25])[CH3:24])=[O:21]>>[C:10]([C:9]1[CH:12]=[CH:13][C:6]([N:5]([CH2:4][CH:1]2[CH2:3][CH2:2]2)[C@H:19]([C:20]([O:22][C:23]([CH3:26])([CH3:25])[CH3:24])=[O:21])[CH3:27])=[CH:7][C:8]=1[C:14]([F:15])([F:16])[F:17])#[N:11]. Reported procedure: Synthesized in manner similar to example 1 using 4-[(cyclopropylmethyl)amino]-2-(trifluoromethyl)benzonitrile and 1,1-dimethylethyl 2-bromopropanoate: 1H NMR (400 MHz, CDCl3) δ 7.58 (d, J=8.8 Hz, 1H), 7.04 (d, J=2.6 Hz, 1H), 6.86 (dd, J=8.9, 2.7 Hz, 1H), 4.33 (q, J=7.1 Hz, 1H), 3.30 (m, 2H), 1.54 (d, J=7.1 Hz, 3H), 1.39 (s, 9H), 0.99 (m, 1H), 0.63 (m, 2H), 0.29 (m, 2H). Reactants: C([O-])(O)=O.[Na+] (sodium bicarbonate), C([O-])([O-])=O.[Na+].[Na+] (sodium carbonate). Run in [Cl-].[Na+].O (brine), [Cl-].[Na+].O (brine). Product: C([O-])(O)=O.[Na+] (sodium bicarbonate), C(O)(O)=O.[Na+].C([O-])([O-])=O.C(O)(O)=O.[Na+] (sodium sesquicarbonate). As a reaction SMILES: [C:1](=[O:4])([OH:3])[O-:2].[Na+:5].[C:6](=[O:9])([O-:8])[O-:7].[Na+].[Na+]>[Cl-].[Na+].O>[C:1](=[O:2])([OH:4])[O-:3].[Na+:5].[C:6](=[O:7])([OH:9])[OH:8].[Na+:5].[C:1](=[O:2])([O-:4])[O-:3].[C:1](=[O:2])([OH:4])[OH:3].[Na+:5] |f:0.1,2.3.4,5.6.7,8.9,10.11.12.13.14|. Reported procedure: contacting said ore deposit with an aqueous solution containing sodium carbonate to produce a sodium bicarbonate enriched feed brine in which the sodium bicarbonate and sodium carbonate content is such that cooling of such enriched feed brine to precipitate crystals in subsequent step b) will not result in the formation of sodium bicarbonate or sodium sesquicarbonate crystals instead of or in addition to sodium carbonate decahydrate crystals; The reactants are C1CCOC1, Cl, [Li+], COC(=O)Cn1c(=O)ccc2cc(C(F)(F)F)ccc21, [OH-], O, O. Yields the product O=C(O)Cn1c(=O)ccc2cc(C(F)(F)F)ccc21. Reaction SMILES: [CH2:25]1[O:26][CH2:27][CH2:28][CH2:29]1.[ClH:24].[Li+:22].[O:1]=[c:2]1[n:3]([CH2:16][C:17](=[O:18])[O:19][CH3:20])[c:4]2[cH:5][cH:6][c:7]([C:12]([F:13])([F:14])[F:15])[cH:8][c:9]2[cH:10][cH:11]1.[OH-:21].[OH2:23].[OH2:30]>>[O:1]=[c:2]1[n:3]([CH2:16][C:17](=[O:18])[OH:19])[c:4]2[cH:5][cH:6][c:7]([C:12]([F:13])([F:14])[F:15])[cH:8][c:9]2[cH:10][cH:11]1. The reactants are Cl.FC1=CC=C(C=C1)C1(CCN(CO1)CCOC1=CC=C(NC(C)=O)C=C1)C (4'-{2-[6-(p-fluorophenyl)-dihydro-6-methyl-2H-1,3-oxazin-3(4H)-yl]ethoxy}acetanilide hydrochloride), Cl (hydrochloric acid). Product: O.Cl.Cl.FC1=CC=C(C=C1)C=1CCN(CC1)CCOC1=CC=C(N)C=C1 (p-{2-[4-(p-fluorophenyl)-3,6-dihydro-1(2H)-pyridyl]ethoxy}aniline dihydrochloride hydrate). Reaction SMILES: [ClH:1].[F:2][C:3]1[CH:8]=[CH:7][C:6]([C:9]2([CH3:28])[O:14][CH2:13][N:12]([CH2:15][CH2:16][O:17][C:18]3[CH:27]=[CH:26][C:21]([NH:22]C(=O)C)=[CH:20][CH:19]=3)[CH2:11][CH2:10]2)=[CH:5][CH:4]=1.Cl>>[OH2:14].[ClH:1].[ClH:1].[F:2][C:3]1[CH:4]=[CH:5][C:6]([C:9]2[CH2:10][CH2:11][N:12]([CH2:15][CH2:16][O:17][C:18]3[CH:27]=[CH:26][C:21]([NH2:22])=[CH:20][CH:19]=3)[CH2:13][CH:28]=2)=[CH:7][CH:8]=1 |f:0.1,3.4.5.6|. Procedure details: 0.2 G. of 4'-{2-[6-(p-fluorophenyl)-dihydro-6-methyl-2H-1,3-oxazin-3(4H)-yl]ethoxy}acetanilide hydrochloride and 2 ml. of conc. hydrochloric acid are heated on the steam bath for 4 hours. The excess hydrochloric acid is evaporated under reduced pressure and the residue brought to crystallization with ethanol-acetic acid ethyl ester. The p-{2-[4-(p-fluorophenyl)-3,6-dihydro-1(2H)-pyridyl]ethoxy}aniline dihydrochloride hydrate obtained melts at 180°-183°C. after recrystallization from ethanol-acet... The reactants are C(=O)([O-])[O-].[K+].[K+] (K2CO3), FC(C=1C=C(C=C(C1)C(F)(F)F)NC(CCl)=O)(F)F (N-(3,5-bis(trifluoromethyl)phenyl)-2-chloroacetamide), CC1=C(SC=2N=CNC(C21)=O)C(=O)OC (methyl 5-methyl-4-oxo-3,4-dihydrothieno[2,3-d]pyrimidine-6-carboxylate). The solvent is CC#N (CH3CN). Yields the product FC(C=1C=C(C=C(C1)C(F)(F)F)NC(CN1C=NC2=C(C1=O)C(=C(S2)C(=O)OC)C)=O)(F)F (methyl 3-(2-(3,5-bis(trifluoromethyl)phenylamino)-2-oxoethyl)-5-methyl-4-oxo-3,4-dihydrothieno[2,3-d]pyrimidine-6-carboxylate). Isolated yield 93.9%. RXN SMILES: [CH3:1][C:2]1[C:10]2[C:9](=[O:11])[NH:8][CH:7]=[N:6][C:5]=2[S:4][C:3]=1[C:12]([O:14][CH3:15])=[O:13].C([O-])([O-])=O.[K+].[K+].[F:22][C:23]([F:40])([F:39])[C:24]1[CH:25]=[C:26]([NH:34][C:35](=[O:38])[CH2:36]Cl)[CH:27]=[C:28]([C:30]([F:33])([F:32])[F:31])[CH:29]=1>CC#N>[F:22][C:23]([F:39])([F:40])[C:24]1[CH:25]=[C:26]([NH:34][C:35](=[O:38])[CH2:36][N:8]2[C:9](=[O:11])[C:10]3[C:2]([CH3:1])=[C:3]([C:12]([O:14][CH3:15])=[O:13])[S:4][C:5]=3[N:6]=[CH:7]2)[CH:27]=[C:28]([C:30]([F:33])([F:31])[F:32])[CH:29]=1 |f:1.2.3|. Procedure: To a suspension of methyl 5-methyl-4-oxo-3,4-dihydrothieno[2,3-d]pyrimidine-6-carboxylate (1.62 g, 7.2 mmol) in CH3CN (35 mL) was added K2CO3 (1.0 g, 7.24 mmol), KI (1.2 g, 7.23 mmol), and N-(3,5-bis(trifluoromethyl)phenyl)-2-chloroacetamide 1 (2.2 g, 7.19 mmol). The reaction mixture was refluxed overnight and quenched with H2O (100 mL). The resultant precipitate was filtered and dried to afford 3.33 g of methyl 3-(2-(3,5-bis(trifluoromethyl)phenylamino)-2-oxoethyl)-5-methyl-4-oxo-3,4-dihydrothi... Starting materials: C1(=CC=CC=C1)C1(CCCC1)COS(=O)(=O)C (methanesulfonic acid 1-phenyl-cyclopentylmethyl ester), [C-]#N.[Na+] (NaCN). Run in O (water), CS(=O)C (DMSO). Reaction conditions: temperature 140 celsius, time 16 hour. Yields the product C1(=CC=CC=C1)C1(CCCC1)CC#N ((1-phenyl-cyclopentyl)-acetonitrile). The yield is 34.3%. Reaction SMILES: [C:1]1([C:7]2([CH2:12]OS(C)(=O)=O)[CH2:11][CH2:10][CH2:9][CH2:8]2)[CH:6]=[CH:5][CH:4]=[CH:3][CH:2]=1.[C-:18]#[N:19].[Na+]>CS(C)=O.O>[C:1]1([C:7]2([CH2:12][C:18]#[N:19])[CH2:11][CH2:10][CH2:9][CH2:8]2)[CH:6]=[CH:5][CH:4]=[CH:3][CH:2]=1 |f:1.2|. Reported procedure: To a stirred solution of methanesulfonic acid 1-phenyl-cyclopentylmethyl ester (10 g, 39.37 mmol) in DMSO (30 ml) were added KI (0.6 g, 3.9 mmol) and NaCN (2.89 g, 59.05 mmol). It was then stirred at 140° C. for 16 h. After completion of the reaction, it was diluted with water, extracted with EtOAc and the organic layer was washed with water and brine. It was then dried over Na2SO4, concentrated and purified by normal column chromatography (15% EtOAc in hexanes) to afford the title compound as a...